This data is from the Open Reaction Database (ORD), a public repository of structured organic reaction records. The task is: describe an organic reaction: reactants, conditions, products, and yield Reactants: C(C1=CC=CC=C1)(=O)OC1=CC(=C(C=C1)CC(=O)OC)[N+](=O)[O-] (4-methoxycarbonylmethyl-3-nitrophenyl benzoate), C[O-].[Na+] (sodium methoxide). Solvent: CO (methanol), CO (methanol). Run at temperature 20 celsius, time 2 hour. Product: COC(=O)CC1=C(C=C(C=C1)O)[N+](=O)[O-] (4-Methoxycarbonylmethyl-3-nitrophenol). Yield: 91.7%. RXN SMILES: C([O:9][C:10]1[CH:15]=[CH:14][C:13]([CH2:16][C:17]([O:19][CH3:20])=[O:18])=[C:12]([N+:21]([O-:23])=[O:22])[CH:11]=1)(=O)C1C=CC=CC=1.C[O-].[Na+]>CO>[CH3:20][O:19][C:17]([CH2:16][C:13]1[CH:14]=[CH:15][C:10]([OH:9])=[CH:11][C:12]=1[N+:21]([O-:23])=[O:22])=[O:18] |f:1.2|. Procedure: To a stirred suspension of 4-methoxycarbonylmethyl-3-nitrophenyl benzoate (26.2 g, 79 mmol) in methanol (600 mL) at 20° C. was added, dropwise over 0.3 h, a solution of sodium methoxide (4.7 g, 87 mmol) in methanol (300 mL). The resulting mixture was stirred at 20° C. for 2 h then at 50° C. for 1 h. The solution was concentrated to 200 mL in vacuo, then poured into water (1 L) and extracted with ether-hexane (1:5, 500 mL). The aqueous phase was neutralised with 2 M hydrochloric acid, then extrac...